From a dataset of the Open Reaction Database (ORD), a public repository of structured organic reaction records. describe an organic reaction: reactants, conditions, products, and yield Reactants: C(CC(=O)OCC)(=O)OCC (diethyl malonate), BrC1=CC(=C(N)C=C1)C (4-bromo-2-methylaniline). Reaction conditions: temperature 160 celsius. Product: BrC1=CC(=C(C=C1)NC(CC(=O)OCC)=O)C (ethyl 3-[(4-bromo-2-methylphenyl)amino]-3-oxopropanoate). Isolated yield 62.5%. As a reaction SMILES: [C:1]([O:9][CH2:10][CH3:11])(=[O:8])[CH2:2][C:3]([O:5]CC)=O.[Br:12][C:13]1[CH:19]=[CH:18][C:16]([NH2:17])=[C:15]([CH3:20])[CH:14]=1>>[Br:12][C:13]1[CH:19]=[CH:18][C:16]([NH:17][C:3](=[O:5])[CH2:2][C:1]([O:9][CH2:10][CH3:11])=[O:8])=[C:15]([CH3:20])[CH:14]=1. Procedure details: Into a 500 milliliter four-necked round-bottom reaction flask equipped with a mechanical stirrer, Dean-Stark trap/condenser, thermometer and heating mantle was added 320 grams (2.0 mol) of diethyl malonate and 37.2 grams (0.2 mol) of 4-bromo-2-methylaniline. The resulting mixture was heated at a temperature of 160° C. for a period of four hours and then cooled to a temperature of about 0° C. to form a precipitate. After filtering on a fritted glass funnel, the wet-cake was washed with heptane an... The reactants are CCO, CN(C)C(=O)CCC#Cc1cccc(C(O)CCNC(=O)C(F)(F)F)c1. Yields the product CN(C)C(=O)CCCCc1cccc(C(O)CCNC(=O)C(F)(F)F)c1. As a reaction SMILES: [CH3:27][CH2:28][OH:29].[OH:1][CH:2]([CH2:3][CH2:4][NH:5][C:6]([C:7]([F:8])([F:9])[F:10])=[O:11])[c:12]1[cH:13][c:14]([C:18]#[C:19][CH2:20][CH2:21][C:22](=[O:23])[N:24]([CH3:25])[CH3:26])[cH:15][cH:16][cH:17]1>>[OH:1][CH:2]([CH2:3][CH2:4][NH:5][C:6]([C:7]([F:8])([F:9])[F:10])=[O:11])[c:12]1[cH:13][c:14]([CH2:18][CH2:19][CH2:20][CH2:21][C:22](=[O:23])[N:24]([CH3:25])[CH3:26])[cH:15][cH:16][cH:17]1. Starting materials: Cc1[nH]c2ccc(F)cc2c1C(=O)Nc1ccc(OCC(C)(C)C)c(C#N)c1, O=C([O-])[O-], CC(=O)OCCBr, CN(C)C=O, [K+], [K+], N#Cc1cc(N)ccc1N1CCC(CCO)CC1, O. Product: CC(=O)OCCn1c(C)c(C(=O)Nc2ccc(OCC(C)(C)C)c(C#N)c2)c2cc(F)ccc21. RXN SMILES: [C:1](#[N:2])[c:3]1[cH:4][c:5]([NH:15][C:16](=[O:17])[c:18]2[c:19]([CH3:28])[nH:20][c:21]3[cH:22][cH:23][c:24]([F:27])[cH:25][c:26]23)[cH:6][cH:7][c:8]1[O:9][CH2:10][C:11]([CH3:12])([CH3:13])[CH3:14].[C:47](=[O:48])([O-:49])[O-:50].[C:53]([CH3:54])(=[O:55])[O:56][CH2:57][CH2:58][Br:59].[CH3:61][N:62]([CH3:63])[CH:64]=[O:65].[K+:51].[K+:52].[NH2:29][c:30]1[cH:31][cH:32][c:33]([N:34]2[CH2:35][CH2:36][CH:37]([CH2:38][CH2:39][OH:40])[CH2:41][CH2:42]2)[c:43]([C:45]#[N:46])[cH:44]1.[OH2:60]>>[C:1](#[N:2])[c:3]1[cH:4][c:5]([NH:15][C:16](=[O:17])[c:18]2[c:19]([CH3:28])[n:20]([CH2:58][CH2:57][O:56][C:53]([CH3:54])=[O:55])[c:21]3[cH:22][cH:23][c:24]([F:27])[cH:25][c:26]23)[cH:6][cH:7][c:8]1[O:9][CH2:10][C:11]([CH3:12])([CH3:13])[CH3:14]. Starting materials: ClC=1C=CC2=C(SC3=C(C(C2)N2CCNCC2)C=C(C=C3)F)C1 (1-[3-chloro-8-fluoro-10,11-dihydro-dibenzo[b,f]-thiepin-10-yl]-piperazine), ClCCN1C(OCC1)=O (N-(β-chloro-ethyl)oxazolidinone), C([O-])([O-])=O.[K+].[K+] (potassium carbonate), [I-].[K+] (potassium iodide). Run in C1=CC=CC=C1 (benzene). The product is ClC=1C=CC2=C(SC3=C(C(C2)N2CCN(CC2)CCN2C(OCC2)=O)C=C(C=C3)F)C1 (3-{2-[4-(3-chloro-8-fluoro-10,11-dihydro-dibenzo[b,f]thiepin-10-yl)-1-piperazinyl]-ethyl}-2-oxazolidinone). As a reaction SMILES: [Cl:1][C:2]1[CH:3]=[CH:4][C:5]2[CH2:11][CH:10]([N:12]3[CH2:17][CH2:16][NH:15][CH2:14][CH2:13]3)[C:9]3[CH:18]=[C:19]([F:22])[CH:20]=[CH:21][C:8]=3[S:7][C:6]=2[CH:23]=1.C(=O)([O-])[O-].[K+].[K+].[I-].[K+].Cl[CH2:33][CH2:34][N:35]1[CH2:39][CH2:38][O:37][C:36]1=[O:40]>C1C=CC=CC=1>[Cl:1][C:2]1[CH:3]=[CH:4][C:5]2[CH2:11][CH:10]([N:12]3[CH2:17][CH2:16][N:15]([CH2:33][CH2:34][N:35]4[CH2:39][CH2:38][O:37][C:36]4=[O:40])[CH2:14][CH2:13]3)[C:9]3[CH:18]=[C:19]([F:22])[CH:20]=[CH:21][C:8]=3[S:7][C:6]=2[CH:23]=1 |f:1.2.3,4.5|. Reported procedure: 25 g. of 1-[3-chloro-8-fluoro-10,11-dihydro-dibenzo[b,f]-thiepin-10-yl]-piperazine are heated together with 20 g. of pulverized potassium carbonate, 0.4 g. of potassium iodide and 25.6 g. of N-(β-chloro-ethyl)oxazolidinone under reflux conditions over a period of 25 hours. The reaction mixture is poured onto water and equilibrated with benzene. The organic phase is washed with aqueous saturated sodium bicarbonate solution, dried over sodium sulfate and evaporated under reduced pressure. One obta... RXN SMILES: [CH2:42]1[O:43][CH2:44][CH2:45][CH2:46]1.[CH3:38][OH:39].[CH:1]1([O:6][CH2:7][c:8]2[n:9][o:10][c:11]([CH:35]([CH3:36])[CH3:37])[c:12]2[CH2:13][O:14][c:15]2[cH:16][cH:17][c:18](-[c:21]3[cH:22][c:23]4[cH:24][cH:25][c:26]([C:31](=[O:32])[O:33][CH3:34])[n:27][c:28]4[cH:29][cH:30]3)[cH:19][cH:20]2)[CH2:2][CH2:3][CH2:4][CH2:5]1.[Na+:41].[OH-:40]>>[CH:1]1([O:6][CH2:7][c:8]2[n:9][o:10][c:11]([CH:35]([CH3:36])[CH3:37])[c:12]2[CH2:13][O:14][c:15]2[cH:16][cH:17][c:18](-[c:21]3[cH:22][c:23]4[cH:24][cH:25][c:26]([C:31](=[O:32])[OH:33])[n:27][c:28]4[cH:29][cH:30]3)[cH:19][cH:20]2)[CH2:2][CH2:3][CH2:4][CH2:5]1. The reactants are C1CCOC1, CO, COC(=O)c1ccc2cc(-c3ccc(OCc4c(COC5CCCC5)noc4C(C)C)cc3)ccc2n1, [Na+], [OH-]. Product: CC(C)c1onc(COC2CCCC2)c1COc1ccc(-c2ccc3nc(C(=O)O)ccc3c2)cc1. The reactants are COc1ccc(N(C)C)cc1 (substrate), Cc1ccc([Mg]Br)cc1 (effective_coupling_partner). The reagents and catalysts are C1-CDC. Reaction conditions: temperature 60 celsius, time 4 hour. The product is Cc2ccc(c1ccc(N(C)C)cc1)cc2.